Dataset: the Open Reaction Database (ORD), a public repository of structured organic reaction records. Task: describe an organic reaction: reactants, conditions, products, and yield The reactants are Cl[Sn]Cl (SnCl2), C1CCC2=CC(=CC=C12)C(=C)N1CCCC1 ((1-indan-5-ylvinyl)pyrrolidine), C(C)(=O)C=1C=C2CCCC2=CC1 (5-acetylindane), N1CCCC1 (pyrrolidine), CC1=NC(=C(C(=N1)Cl)[N+](=O)[O-])Cl (2-methyl-4,6-dichloro-5-nitropyrimidine), C(C)(C)N(C(C)C)CC (N,N-diisopropylethylamine), N1CCCCC1 (piperidine), Cl[Sn]Cl (SnCl2). The reagents and catalysts are Cl[Ti](Cl)(Cl)Cl (TiCl4). Solvent: CN(C)C=O (DMF), CCN(CC)CC (NEt3). Run at time 48 hour. The product is C1CCC2=CC(=CC=C12)C1CC(CC(N1)C)C1=NC=C2C(N1)=CC=N2 (6-indan-5-yl-2-methyl-4-piperidylpyrrolo[3,2-d]pyrimidine). Isolated yield 43.0%. As a reaction SMILES: C1C2C(=C[C:6]([C:10]([N:12]3CCCC3)=[CH2:11])=CC=2)CC1.[C:17]([C:20]1[CH:21]=[C:22]2[C:26](=[CH:27][CH:28]=1)[CH2:25][CH2:24][CH2:23]2)(=O)[CH3:18].N1CC[CH2:31][CH2:30]1.[CH3:34][C:35]1[N:40]=[C:39](Cl)[C:38]([N+:42]([O-])=O)=[C:37](Cl)[N:36]=1.C(N(CC)C(C)C)(C)C.N1CCCCC1.Cl[Sn]Cl>CN(C=O)C.Cl[Ti](Cl)(Cl)Cl.CCN(CC)CC>[CH2:25]1[C:26]2[C:22](=[CH:21][C:20]([CH:17]3[NH:12][CH:10]([CH3:11])[CH2:6][CH:34]([C:35]4[NH:40][C:39]5=[CH:30][CH:31]=[N:42][C:38]5=[CH:37][N:36]=4)[CH2:18]3)=[CH:28][CH:27]=2)[CH2:23][CH2:24]1. Procedure: Using the method described in Example 30 by employing (1-indan-5-ylvinyl)pyrrolidine (freshly prepared before use from 5-acetylindane (Avocado Chemical Company), pyrrolidine and TiCl4 (1.35 g, 6.34 mmol), 2-methyl-4,6-dichloro-5-nitropyrimidine (Example 76(b)) (1.35 g, 6.34 mmol), N,N-diisopropylethylamine (1.1 mL, 6.34 mmol), piperidine (1.0 mL, 10.1 mmol), NEt3 (1.1 mL) and SnCl2 (19 mL of a 2 M soln in DMF). In this example the 2 M SnCl2 solution was added to the reaction mixture at 140° C. H...